Dataset: the Open Reaction Database (ORD), a public repository of structured organic reaction records. Task: describe an organic reaction: reactants, conditions, products, and yield Starting materials: C(C)(=O)OCCN1C2=NC(=NC(=C2N=C1C(C)(C)O)N1CCOCC1)Cl (2-(2-Chloro-8-(2-hydroxypropan-2-yl)-6-morpholino-9H-purin-9-yl)ethyl acetate), CC1=NC(=NC=C1B1OC(C(O1)(C)C)(C)C)N (4-methyl-5-(4,4,5,5-tetramethyl-1,3,2-dioxaborolan-2-yl)pyrimidin-2-amine). Yields the product NC1=NC=C(C(=N1)C)C1=NC(=C2N=C(N(C2=N1)CCO)C(C)(C)O)N1CCOCC1 (2-(2-(2-amino-4-methylpyrimidin-5-yl)-9-(2-hydroxyethyl)-6-morpholino-9H-purin-8-yl)propan-2-ol). RXN SMILES: C([O:4][CH2:5][CH2:6][N:7]1[C:15]([C:16]([OH:19])([CH3:18])[CH3:17])=[N:14][C:13]2[C:8]1=[N:9][C:10](Cl)=[N:11][C:12]=2[N:20]1[CH2:25][CH2:24][O:23][CH2:22][CH2:21]1)(=O)C.[CH3:27][C:28]1[C:33](B2OC(C)(C)C(C)(C)O2)=[CH:32][N:31]=[C:30]([NH2:43])[N:29]=1>>[NH2:43][C:30]1[N:29]=[C:28]([CH3:27])[C:33]([C:10]2[N:9]=[C:8]3[C:13]([N:14]=[C:15]([C:16]([OH:19])([CH3:17])[CH3:18])[N:7]3[CH2:6][CH2:5][OH:4])=[C:12]([N:20]3[CH2:25][CH2:24][O:23][CH2:22][CH2:21]3)[N:11]=2)=[CH:32][N:31]=1. Procedure: 2-(2-Chloro-8-(2-hydroxypropan-2-yl)-6-morpholino-9H-purin-9-yl)ethyl acetate (300 mg) was treated with 4-methyl-5-(4,4,5,5-tetramethyl-1,3,2-dioxaborolan-2-yl)pyrimidin-2-amine via General Procedure A and was purified via reverse phase HPLC to give 107 mg of 102 as a white solid. MS (Q1) 415.2 (M)+